From a dataset of the Open Reaction Database (ORD), a public repository of structured organic reaction records. describe an organic reaction: reactants, conditions, products, and yield Reactants: NC=1OC2=CC(=CC=C2C(C1C#N)C1=CC(=C(C(=C1)OC)OC)Br)N(C)C (2-amino-3-cyano-7-dimethylamino-4-(3-bromo-4,5-dimethoxyphenyl)-4H-chromene), C(CCC(=O)Cl)(=O)Cl (succinyl chloride). Product: C(#N)C1=C(OC2=CC(=CC=C2C1C1=CC(=C(C(=C1)OC)OC)Br)N(C)C)N1C(CCC1=O)=O (3-Cyano-7-dimethylamino-2-succinimido-4-(3-bromo-4,5-dimethoxyphenyl)-4H-chromene). As a reaction SMILES: [NH2:1][C:2]1[O:3][C:4]2[C:9]([CH:10]([C:14]3[CH:19]=[C:18]([O:20][CH3:21])[C:17]([O:22][CH3:23])=[C:16]([Br:24])[CH:15]=3)[C:11]=1[C:12]#[N:13])=[CH:8][CH:7]=[C:6]([N:25]([CH3:27])[CH3:26])[CH:5]=2.[C:28](Cl)(=[O:34])[CH2:29][CH2:30][C:31](Cl)=[O:32]>>[C:12]([C:11]1[CH:10]([C:14]2[CH:19]=[C:18]([O:20][CH3:21])[C:17]([O:22][CH3:23])=[C:16]([Br:24])[CH:15]=2)[C:9]2[C:4](=[CH:5][C:6]([N:25]([CH3:27])[CH3:26])=[CH:7][CH:8]=2)[O:3][C:2]=1[N:1]1[C:31](=[O:32])[CH2:30][CH2:29][C:28]1=[O:34])#[N:13]. Procedure: The title compound was prepared from 2-amino-3-cyano-7-dimethylamino-4-(3-bromo-4,5-dimethoxyphenyl)-4H-chromene and succinyl chloride as a yellow solid by a procedure similar to that described for Example 80. 1H NMR (CDCl3): 7.12 (d, J=1.8, 1H), 6.89-6.85 (m, 2H), 6.47 (m, 1H), 6.26 (d, J=2.7, 1H), 4.79 (s, 1H), 3.87 (s, 3H), 3.83 (s, 3H), 2.96 (s, 4H), 2.92 (s, 6H). Reactants: COC(C1=CC=C(C=C1)N1CCN(CC1)CC1=CC=CC=C1)=O (4-(4-Benzyl-piperazin-1-yl)-benzoic acid methyl ester), Cl (HCl). Conditions: temperature 2 celsius. Yields the product Cl.C(C1=CC=CC=C1)N1CCN(CC1)C1=CC=C(C(=O)O)C=C1 (4-(4-Benzyl-piperazin-1-yl)-benzoic acid hydrochloride). Reaction SMILES: C[O:2][C:3](=[O:23])[C:4]1[CH:9]=[CH:8][C:7]([N:10]2[CH2:15][CH2:14][N:13]([CH2:16][C:17]3[CH:22]=[CH:21][CH:20]=[CH:19][CH:18]=3)[CH2:12][CH2:11]2)=[CH:6][CH:5]=1.[ClH:24]>>[ClH:24].[CH2:16]([N:13]1[CH2:12][CH2:11][N:10]([C:7]2[CH:6]=[CH:5][C:4]([C:3]([OH:23])=[O:2])=[CH:9][CH:8]=2)[CH2:15][CH2:14]1)[C:17]1[CH:18]=[CH:19][CH:20]=[CH:21][CH:22]=1 |f:2.3|. Reported procedure: 4-(4-Benzyl-piperazin-1-yl)-benzoic acid methyl ester (0.84 mmol) is dissolved in 4N HCl (2 ml) and heated under reflux for 8 hours. The mixture is cooled in an ice bath to 0-4° C. and the solid material formed is filtered off, washed with cold acetone and dried (vacuum). A grey powder with mp. >270° C., Rf=0.18 (CH2Cl2/MeOH=95:5) is obtained.